Dataset: the Open Reaction Database (ORD), a public repository of structured organic reaction records. Task: describe an organic reaction: reactants, conditions, products, and yield Reactants: Cc1cc(Br)cnc1O, [NH4+], CN(C)C=O, [OH-], O=P(Cl)(Cl)Cl. Product: Cc1cc(Br)cnc1Cl. RXN SMILES: [Br:1][c:2]1[cH:3][c:4]([CH3:9])[c:5]([OH:8])[n:6][cH:7]1.[NH4+:16].[O:17]=[CH:18][N:19]([CH3:20])[CH3:21].[OH-:15].[P:10]([Cl:11])([Cl:12])([Cl:13])=[O:14]>>[Br:1][c:2]1[cH:3][c:4]([CH3:9])[c:5]([Cl:12])[n:6][cH:7]1. Run at time 4 hour. Starting materials: C(=O)(O)[O-].[Na+] (NaHCO3), FC1=CC=C(OC=2C=C(C(=O)O)C=C(C2)C(=O)OC)C=C1 (3-(4-fluorophenoxy)-5-(methoxycarbonyl)benzoic acid), CCN=C=NCCCN(C)C.Cl (EDCI.HCl), O (H2O), FC1=CC=C(C=C1)CN ((4-fluorophenyl)methanamine), C=1C=CC2=C(C1)N=NN2O (HOBt). As a reaction SMILES: [F:1][C:2]1[CH:21]=[CH:20][C:5]([O:6][C:7]2[CH:8]=[C:9]([CH:13]=[C:14]([C:16]([O:18][CH3:19])=[O:17])[CH:15]=2)[C:10]([OH:12])=O)=[CH:4][CH:3]=1.CCN=C=NCCCN(C)C.Cl.C1C=CC2N(O)N=NC=2C=1.O.[F:45][C:46]1[CH:51]=[CH:50][C:49]([CH2:52][NH2:53])=[CH:48][CH:47]=1.C([O-])(O)=O.[Na+]>CN(C=O)C.C(Cl)Cl.CCOC(C)=O>[F:45][C:46]1[CH:51]=[CH:50][C:49]([CH2:52][NH:53][C:10]([C:9]2[CH:13]=[C:14]([CH:15]=[C:7]([O:6][C:5]3[CH:4]=[CH:3][C:2]([F:1])=[CH:21][CH:20]=3)[CH:8]=2)[C:16]([O:18][CH3:19])=[O:17])=[O:12])=[CH:48][CH:47]=1 |f:1.2,6.7,8.9|. Run in CCOC(=O)C (EtOAc), CN(C)C=O.C(Cl)Cl (DMF CH2Cl2). Yields the product FC1=CC=C(CNC(=O)C=2C=C(C(=O)OC)C=C(C2)OC2=CC=C(C=C2)F)C=C1 (Methyl 3-(4-fluorobenzylcarbamoyl)-5-(4-fluorophenoxy)benzoate). Procedure: To a solution of 3-(4-fluorophenoxy)-5-(methoxycarbonyl)benzoic acid (2.2 g, 7.58 mmol) in DMF/CH2Cl2 at rt was added EDCI.HCl (1.889 g, 9.85 mmol) followed by HOBt.H2O (1.024 g, 7.58 mmol) with stirring. After one minute (4-fluorophenyl)methanamine (0.949 g, 7.58 mmol) was added to the mixture and it was stirred at rt for 4 h. EtOAc and aq NaHCO3 were added to the mixture. The EtOAc layer was separated, washed with water, dried over MgSO4 and concentrated in vacuo to obtain a crude product (2.7... Yield: 89.6%. The reactants are CN1CCCC1Cc1c[nH]c2c(Br)cc(CS(=O)(=O)NC(C)(C)C)cc12, [C+4], [OH-], [OH-], [OH-], [OH-], [OH-], [OH-], [Pd+2]. Yields the product CN1CCCC1Cc1c[nH]c2ccc(CS(=O)(=O)NC(C)(C)C)cc12. As a reaction SMILES: [Br:1][c:2]1[cH:3][c:4]([CH2:18][S:19](=[O:20])(=[O:21])[NH:22][C:23]([CH3:24])([CH3:25])[CH3:26])[cH:5][c:6]2[c:7]([CH2:11][CH:12]3[N:13]([CH3:17])[CH2:14][CH2:15][CH2:16]3)[cH:8][nH:9][c:10]12.[C+4:27].[OH-:28].[OH-:30].[OH-:31].[OH-:32].[OH-:33].[OH-:34].[Pd+2:29]>>[cH:2]1[cH:3][c:4]([CH2:18][S:19](=[O:20])(=[O:21])[NH:22][C:23]([CH3:24])([CH3:25])[CH3:26])[cH:5][c:6]2[c:7]([CH2:11][CH:12]3[N:13]([CH3:17])[CH2:14][CH2:15][CH2:16]3)[cH:8][nH:9][c:10]12. Starting materials: CC1=NN(C(=C1)OCCN2CCN(CC2)C)CC3=CC=CC=C3 (B-324), O (water). Yields the product C(C)(C)(C)OOC(C)(C)C (ditert.butylperoxide). Isolated yield 0.5%. RXN SMILES: CC1C=C(OCCN2CCN(C)CC2)N([CH2:17][C:18]2[CH:23]=CC=C[CH:19]=2)N=1.[OH2:24]>>[C:18]([O:24][O:24][C:18]([CH3:17])([CH3:19])[CH3:23])([CH3:17])([CH3:19])[CH3:23]. Procedure: As an example it can be mentioned that, with an apparatus including four infrared sources forming an infrared zone having a length of only 300 mm and having a peak value of the wave lengths around 1.2 μm, it has proved possible to produce tubes having a diameter of 15 mm and a wall thickness of 2.5 mm at a speed of 16.5 kg/h. The atmosphere in the oven was nitrogen mixed with air, that is, not an entirely inert atmosphere. The power of the infrared source furthermore was relatively limited. In s... Run in C1(=CC=CC=C1)C (toluene), C1(=CC=CC=C1)C (toluene). Procedure: To a chilled (−78° C.) solution of 1-(2-bromopyridin-4-yl)-cyclopropanecarbonitrile (1.16 g, 5.2 mmol) in toluene (30 mL) is added a 1 M solution of diisobutylaluminum hydride (DIBAH) (10.4 mL) in toluene. The mixture stirred at −78° C. for 1 hour and is then warmed to room temperature. After 1 hour, EtOAc (30 mL) is added, followed by 1 M aqueous solution of H2SO4 (30 mL). The organic phase is separated and the aqueous layer is extracted with EtOAc (3×50 mL). The combined organic layers are dri... Reaction conditions: temperature -78 celsius, time 1 hour. The reactants are CCOC(=O)C (EtOAc), aqueous solution, BrC1=NC=CC(=C1)C1(CC1)C#N (1-(2-bromopyridin-4-yl)-cyclopropanecarbonitrile), solution, [H-].C(C(C)C)[Al+]CC(C)C (diisobutylaluminum hydride), OS(=O)(=O)O (H2SO4). Product: BrC1=NC=CC(=C1)C1(CC1)C=O (1-(2-bromopyridin-4-yl)-cyclopropanecarboxaldehyde). As a reaction SMILES: [Br:1][C:2]1[CH:7]=[C:6]([C:8]2([C:11]#N)[CH2:10][CH2:9]2)[CH:5]=[CH:4][N:3]=1.[H-].C([Al+]CC(C)C)C(C)C.CC[O:25]C(C)=O.OS(O)(=O)=O>C1(C)C=CC=CC=1>[Br:1][C:2]1[CH:7]=[C:6]([C:8]2([CH:11]=[O:25])[CH2:10][CH2:9]2)[CH:5]=[CH:4][N:3]=1 |f:1.2|.